From a dataset of the Open Reaction Database (ORD), a public repository of structured organic reaction records. describe an organic reaction: reactants, conditions, products, and yield Reactants: C(C)(=O)O.C(=N)N (formamidine acetate), COC1=CC=C(OC(C=O)=CN(C)C)C=C1 (2-(p-methoxyphenoxy)-3-(dimethylamino)acrolein), [O-]CC.[Na+] (sodium ethoxide), [Na] (Sodium). Run in C(C)O (ethanol). Run at time 40 hour. Product: COC1=CC=C(OC=2C=NC=NC2)C=C1 (5-(p-methoxyphenoxy)pyrimidine). Isolated yield 64.8%. RXN SMILES: [Na].C(O)(=O)C.[CH:6]([NH2:8])=[NH:7].[CH3:9][O:10][C:11]1[CH:24]=[CH:23][C:14]([O:15][C:16](=[CH:19]N(C)C)[CH:17]=O)=[CH:13][CH:12]=1.[O-]CC.[Na+]>C(O)C>[CH3:9][O:10][C:11]1[CH:24]=[CH:23][C:14]([O:15][C:16]2[CH:17]=[N:7][CH:6]=[N:8][CH:19]=2)=[CH:13][CH:12]=1 |f:1.2,4.5,^1:0|. Reported procedure: Sodium metal (4.1 g) was dissolved in absolute ethanol (90 ml) and formamidine acetate (18.4 g) and 2-(p-methoxyphenoxy)-3-(dimethylamino)acrolein (13.0 g) were added to the ethanolic solution of sodium ethoxide. The mixture was heated under reflux, with stirring, for 40 hr and then the solvent was removed, by distillation under reduced pressure. The residue was treated with water (200 ml) and chloroform (200 ml), the chloroform layer was separated and the chloroform removed by distillation unde... Starting materials: [Li+].[OH-] (LiOH), CN(S(=O)(=O)C=1C=CC(=C(C(=O)OC)C1)OCC1=CC=CC=C1)C (methyl 5-[(dimethylamino) sulfonyl]-2-[(phenylmethyl)oxy]benzoate), Cl (HCl). The solvent is O1CCCC1 (tetrahydrofuran), O (water), C(C)(=O)OCC (ethyl acetate). Run at temperature 50 celsius. The product is CN(S(=O)(=O)C=1C=CC(=C(C(=O)O)C1)OCC1=CC=CC=C1)C (5-[(Dimethylamino)sulfonyl]-2-[(phenylmethyl)oxy]benzoic acid). RXN SMILES: [Li+].[OH-].[CH3:3][N:4]([CH3:26])[S:5]([C:8]1[CH:9]=[CH:10][C:11]([O:18][CH2:19][C:20]2[CH:25]=[CH:24][CH:23]=[CH:22][CH:21]=2)=[C:12]([CH:17]=1)[C:13]([O:15]C)=[O:14])(=[O:7])=[O:6].Cl>O1CCCC1.O.C(OCC)(=O)C>[CH3:3][N:4]([CH3:26])[S:5]([C:8]1[CH:9]=[CH:10][C:11]([O:18][CH2:19][C:20]2[CH:25]=[CH:24][CH:23]=[CH:22][CH:21]=2)=[C:12]([CH:17]=1)[C:13]([OH:15])=[O:14])(=[O:6])=[O:7] |f:0.1|. Reported procedure: LiOH (20.56 mg, 0.86 mmol) was added to a stirred solution of methyl 5-[(dimethylamino) sulfonyl]-2-[(phenylmethyl)oxy]benzoate (may be prepared as described in Description 62; 300 mg, 0.86 mmol) in a mixture of tetrahydrofuran and water (3:1, 40 ml). The mixture was heated at 50° C. for 6 h, and then diluted with ethyl acetate (50 ml). 10% Aqueous HCl was added to the mixture to adjust pH to 2. The organic phase was isolated, washed with brine, dried over MgSO4, and concentrated to yield the ti... The reactants are [I-].[Na+] (sodium iodide), NCCCN (1,3-diaminopropane), NC1=NC(=C(C=C1)Br)C(=O)OC (2-amino-5-bromo-6-methoxycarbonylpyridine), NCCCN (1,3-diaminopropane), [I-].[Na+] (sodium iodide), C(CCCC)O (n-pentanol). Reagents/catalysts: [Cu]I (copper (I) iodide), [Cu]I (copper (I) iodide). Run in O (water). Conditions: temperature 135 celsius, time 4 hour. Product: NC1=NC(=C(C=C1)I)C(=O)OCCCCC (2-amino-5-iodo-6-n-pentyloxycarbonylpyridine). RXN SMILES: [NH2:1][C:2]1[CH:7]=[CH:6][C:5](Br)=[C:4]([C:9]([O:11][CH3:12])=[O:10])[N:3]=1.NCCCN.[I-:18].[Na+].[CH2:20](O)[CH2:21][CH2:22][CH2:23]C>O.[Cu]I>[NH2:1][C:2]1[CH:7]=[CH:6][C:5]([I:18])=[C:4]([C:9]([O:11][CH2:12][CH2:20][CH2:21][CH2:22][CH3:23])=[O:10])[N:3]=1 |f:2.3|. Procedure: To a stirred solution of 2-amino-5-bromo-6-methoxycarbonylpyridine (13.8 g, 59.3 mmol) in n-pentanol (75 mL) was added 1,3-diaminopropane (900 mg, 12.1 mmol), copper (I) iodide (1.15 g, 6.0 mmol) and sodium iodide (18.0 g, 120 mmol). The reaction mixture heated to 135° C. After 16 hours (HPLC analysis shows ˜70% conversion), further portions of copper (I) iodide (600 mg, 3.0 mmol), sodium iodide (9.0 g, 60 mmol) and 1,3-diaminopropane (450 mg, 6.0 mmol) were added. After a further 4 hours, the r...